Dataset: the Open Reaction Database (ORD), a public repository of structured organic reaction records. Task: describe an organic reaction: reactants, conditions, products, and yield Reactants: CO, COC(=O)c1snnc1C1CC1, [Na+], [OH-]. Product: O=C(O)c1snnc1C1CC1. As a reaction SMILES: [CH3:15][OH:16].[CH:1]1([c:4]2[n:5][n:6][s:7][c:8]2[C:9](=[O:10])[O:11][CH3:12])[CH2:2][CH2:3]1.[Na+:14].[OH-:13]>>[CH:1]1([c:4]2[n:5][n:6][s:7][c:8]2[C:9](=[O:10])[OH:11])[CH2:2][CH2:3]1. Reactants: C(C)(C)(C)[SiH2]OC([C@H](CCN1CC(C1)C(C1=CC=C(C=C1)F)=O)NC(=O)NC1=CC(=CC(=C1)OC)OC)(C1=CC=CC=C1)C1=CC=CC=C1 (1-{(S)-1-(tert-butyl-diphenyl-silanyloxymethyl)-3-[3-(4-fluoro-benzoyl)-azetidin-1-yl]-propyl}-3-(3,5-dimethoxy-phenyl)-urea), solution, [F-].C(CCC)[N+](CCCC)(CCCC)CCCC (tetrabutyl ammonium fluoride). Run in C1CCOC1 (THF). Run at time 2 hour. Product: COC=1C=C(C=C(C1)OC)NC(=O)N[C@@H](CCN1CC(C1)C(C1=CC=C(C=C1)F)=O)CO (1-(3,5-dimethoxy-phenyl)-3-{(S)-3-[3-(4-fluoro-benzoyl)-azetidin-1-yl]-1-hydroxymethyl-propyl}-urea). RXN SMILES: C([SiH2][O:6][C:7](C1C=CC=CC=1)(C1C=CC=CC=1)[C@@H:8]([NH:24][C:25]([NH:27][C:28]1[CH:33]=[C:32]([O:34][CH3:35])[CH:31]=[C:30]([O:36][CH3:37])[CH:29]=1)=[O:26])[CH2:9][CH2:10][N:11]1[CH2:14][CH:13]([C:15](=[O:23])[C:16]2[CH:21]=[CH:20][C:19]([F:22])=[CH:18][CH:17]=2)[CH2:12]1)(C)(C)C.[F-].C([N+](CCCC)(CCCC)CCCC)CCC>C1COCC1>[CH3:37][O:36][C:30]1[CH:29]=[C:28]([NH:27][C:25]([NH:24][C@H:8]([CH2:7][OH:6])[CH2:9][CH2:10][N:11]2[CH2:12][CH:13]([C:15](=[O:23])[C:16]3[CH:17]=[CH:18][C:19]([F:22])=[CH:20][CH:21]=3)[CH2:14]2)=[O:26])[CH:33]=[C:32]([O:34][CH3:35])[CH:31]=1 |f:1.2|. Procedure: A solution of 1-{(S)-1-(tert-butyl-diphenyl-silanyloxymethyl)-3-[3-(4-fluoro-benzoyl)-azetidin-1-yl]-propyl}-3-(3,5-dimethoxy-phenyl)-urea (0.862 g, 0.126 mmol) in THF (3 ml) is treated with a 1 M solution of tetrabutyl ammonium fluoride (TBAF, 0.126 ml), and the reaction mixture stirred at ambient temperature for 2 hours. The reaction mixture is partitioned between ethylacetate and saturated NaHCO3 solution. The ethylacetate phase is washed with water and brine, dried over MgSO4 and evaporated.... The reactants are ClC1=C(C=CC=C1)C(C1=C(C=CC(=C1)C(F)(F)F)N1C(=NC(=C1CO)C)CN(C)C)=O (2'-chloro-5-trifluoromethyl-2-[2-[(dimethylamino)methyl]-4-methyl-5-hyroxymethylimidazol-1-yl]benzophenone), N(=NC(=O)OCC)C(=O)OCC (diethyl azodicarboxylate), C1(=CC=CC=C1)P(C1=CC=CC=C1)C1=CC=CC=C1 (triphenylphosphine), C1(C=2C(C(N1)=O)=CC=CC2)=O (phthalimide). Yields the product FC(C1=CC(=C(C=C1)N1C(=NC(=C1CN1C(C=2C(C1=O)=CC=CC2)=O)C)CN(C)C)C(C2=C(C=CC=C2)Cl)=O)(F)F (N-[[1-[4-trifluoromethyl-2-(o-chlorobenzoyl)phenyl]-2-[(dimethylamino)methyl]-4-methylimidazol-5-yl]methyl]phthalimide). As a reaction SMILES: [Cl:1][C:2]1[CH:7]=[CH:6][CH:5]=[CH:4][C:3]=1[C:8](=[O:31])[C:9]1[CH:14]=[C:13]([C:15]([F:18])([F:17])[F:16])[CH:12]=[CH:11][C:10]=1[N:19]1[C:23]([CH2:24]O)=[C:22]([CH3:26])[N:21]=[C:20]1[CH2:27][N:28]([CH3:30])[CH3:29].C1(P(C2C=CC=CC=2)C2C=CC=CC=2)C=CC=CC=1.[C:51]1(=[O:61])[NH:55][C:54](=[O:56])[C:53]2=[CH:57][CH:58]=[CH:59][CH:60]=[C:52]12.N(C(OCC)=O)=NC(OCC)=O>>[F:17][C:15]([F:16])([F:18])[C:13]1[CH:12]=[CH:11][C:10]([N:19]2[C:23]([CH2:24][N:55]3[C:51](=[O:61])[C:52]4=[CH:60][CH:59]=[CH:58][CH:57]=[C:53]4[C:54]3=[O:56])=[C:22]([CH3:26])[N:21]=[C:20]2[CH2:27][N:28]([CH3:30])[CH3:29])=[C:9]([C:8](=[O:31])[C:3]2[CH:4]=[CH:5][CH:6]=[CH:7][C:2]=2[Cl:1])[CH:14]=1. Reported procedure: In the manner given in Example 3, 2'-chloro-5-trifluoromethyl-2-[2-[(dimethylamino)methyl]-4-methyl-5-hyroxymethylimidazol-1-yl]benzophenone, triphenylphosphine, phthalimide and thereafter diethyl azodicarboxylate are reacted together to give N-[[1-[4-trifluoromethyl-2-(o-chlorobenzoyl)phenyl]-2-[(dimethylamino)methyl]-4-methylimidazol-5-yl]methyl]phthalimide.